This data is from the Open Reaction Database (ORD), a public repository of structured organic reaction records. The task is: describe an organic reaction: reactants, conditions, products, and yield Starting materials: C(#N)C[C@H](CC(=O)O)O[Si](C)(C)C(C)(C)C ((R)-4-cyano-3-[[(1,1-dimethylethyl)dimethylsilyl]oxy]butanoic acid), Formula XXIX, C(=O)(N1C=NC=C1)N1C=NC=C1 (carbonyldiimidazole), amine, CC(C)(C)C(C(=O)O)C(=O)O (1,1-dimethylethyl malonic acid), C(C)(C)N(CC)C(C)C (diisopropylethylamine), [Cl-].[Mg+2].[Cl-] (magnesium chloride), [K] (potassium), Cl (hydrochloric acid), O=C1C(O)=C(O)[C@H](O1)[C@@H](O)CO (ascorbic acid), CC(C)(C)C(C(=O)O)C(=O)O (1,1-dimethylethyl malonic acid). Run in O1CCCC1 (tetrahydrofuran), C(C)#N (acetonitrile), C(C)(=O)OCC (ethyl acetate). Run at temperature 25 celsius. Product: C(#N)C[C@H](CC(CC(=O)OC(C)(C)C)=O)O[Si](C)(C)C(C)(C)C ((R)-1,1-dimethylethyl 6-cyano-5-[(1,1-dimethylethyl)dimethylsilyl]oxy-3-oxohexanoate), Formula XXVIII. RXN SMILES: [O:1]=[C:2]1[O:8][C@H:7]([C@H:9](CO)O)[C:5](O)=[C:3]1O.[C:13]([CH2:15][C@@H:16]([O:21][Si:22]([C:25]([CH3:28])([CH3:27])[CH3:26])([CH3:24])[CH3:23])[CH2:17][C:18]([OH:20])=O)#[N:14].[C:29](N1C=CN=C1)(N1C=CN=C1)=O.CC(C(C(O)=O)C(O)=O)(C)C.[K].[Cl-].[Mg+2].[Cl-].C(N(C(C)C)CC)(C)C.Cl>O1CCCC1.C(#N)C.C(OCC)(=O)C>[C:13]([CH2:15][C@@H:16]([O:21][Si:22]([C:25]([CH3:28])([CH3:27])[CH3:26])([CH3:24])[CH3:23])[CH2:17][C:18](=[O:20])[CH2:3][C:2]([O:8][C:7]([CH3:5])([CH3:9])[CH3:29])=[O:1])#[N:14] |f:5.6.7,^1:51|. Procedure: Thus, the optically active compounds are prepared from the known isoasborbic acid using the methodology described by Volante R. P. et al, in U.S. Pat. No. 4,611,067 but in that case starting with ascorbic acid. This establishes the optically active centers desired in Formula XXVa and Formula XXIIIa as R. Thus, the (R)-4-cyano-3-[[(1,1-dimethylethyl)dimethylsilyl]oxy]butanoic acid of Formula XXIX is treated with carbonyldiimidazole in tetrahydrofuran at 0° C. to -40° C., preferably -20° C., warme... The reactants are C1(CCCCC1)P(C1=C(C=CC=C1)C1=C(C=C(C=C1C(C)C)C(C)C)C(C)C)C1CCCCC1 (dicyclohexyl(2′,4′,6′-triisopropylbiphenyl-2-yl)phosphine), O1CCN(CC1)C1=NC=C(C=C1N)N1CCOCC1 (2,5-dimorpholinopyridin-3-amine), ClC1=C(C(=NC2=CC(=CC(=C12)F)F)C=1C=NC(=CC1)N1CCN(CC1)C)C (4-chloro-5,7-difluoro-3-methyl-2-(6-(4-methylpiperazin-1-yl)pyridin-3-yl)quinoline), CC(C)([O-])C.[Na+] (sodium tert-butoxide). The reagents and catalysts are C=1C=CC(=CC1)/C=C/C(=O)/C=C/C2=CC=CC=C2.C=1C=CC(=CC1)/C=C/C(=O)/C=C/C2=CC=CC=C2.C=1C=CC(=CC1)/C=C/C(=O)/C=C/C2=CC=CC=C2.[Pd].[Pd] (Pd2dba3). Solvent: C1(=CC=CC=C1)C (toluene). The product is O1CCN(CC1)C1=NC=C(C=C1NC1=C(C(=NC2=CC(=CC(=C12)F)F)C=1C=NC(=CC1)N1CCN(CC1)C)C)N1CCOCC1 (N-(2,5-dimorpholinopyridin-3-yl)-5,7-difluoro-3-methyl-2-(6-(4-methylpiperazin-1-yl)pyridin-3-yl)quinolin-4-amine). As a reaction SMILES: C1(P(C2CCCCC2)C2C=CC=CC=2C2C(C(C)C)=CC(C(C)C)=CC=2C(C)C)CCCCC1.[O:35]1[CH2:40][CH2:39][N:38]([C:41]2[C:46]([NH2:47])=[CH:45][C:44]([N:48]3[CH2:53][CH2:52][O:51][CH2:50][CH2:49]3)=[CH:43][N:42]=2)[CH2:37][CH2:36]1.Cl[C:55]1[C:64]2[C:59](=[CH:60][C:61]([F:66])=[CH:62][C:63]=2[F:65])[N:58]=[C:57]([C:67]2[CH:68]=[N:69][C:70]([N:73]3[CH2:78][CH2:77][N:76]([CH3:79])[CH2:75][CH2:74]3)=[CH:71][CH:72]=2)[C:56]=1[CH3:80].CC(C)([O-])C.[Na+]>C1(C)C=CC=CC=1.C1C=CC(/C=C/C(/C=C/C2C=CC=CC=2)=O)=CC=1.C1C=CC(/C=C/C(/C=C/C2C=CC=CC=2)=O)=CC=1.C1C=CC(/C=C/C(/C=C/C2C=CC=CC=2)=O)=CC=1.[Pd].[Pd]>[O:35]1[CH2:40][CH2:39][N:38]([C:41]2[C:46]([NH:47][C:55]3[C:64]4[C:59](=[CH:60][C:61]([F:66])=[CH:62][C:63]=4[F:65])[N:58]=[C:57]([C:67]4[CH:68]=[N:69][C:70]([N:73]5[CH2:74][CH2:75][N:76]([CH3:79])[CH2:77][CH2:78]5)=[CH:71][CH:72]=4)[C:56]=3[CH3:80])=[CH:45][C:44]([N:48]3[CH2:49][CH2:50][O:51][CH2:52][CH2:53]3)=[CH:43][N:42]=2)[CH2:37][CH2:36]1 |f:3.4,6.7.8.9.10|. Procedure details: The Buchwald coupled product was prepared according to Procedure S using of dicyclohexyl(2′,4′,6′-triisopropylbiphenyl-2-yl)phosphine (0.016 g, 0.033 mmol), 2,5-dimorpholinopyridin-3-amine (0.065 g, 0.25 mmol), 4-chloro-5,7-difluoro-3-methyl-2-(6-(4-methylpiperazin-1-yl)pyridin-3-yl)quinoline (0.08 g, 0.21 mmol), Pd2dba3 (0.008 g, 0.008 mmol) and sodium tert-butoxide (0.049 g, 0.51 mmol) in toluene (2.1 mL) at 100° C. for 2 h. The crude product was purified by column chromatography on silica gel... Starting materials: powder, C(C)(C)(C)NC(C1=CC(=CC=C1)CN1CCN(CC1)C(C1=C(C=C(C=C1)[N+](=O)[O-])F)=O)=O (N-tert butyl-3-((4-(2-fluoro-4-nitrobenzoyl)piperazin-1-yl)methyl)benzamide), Cl (hydrochloric acid). The reagents and catalysts are [Fe] (iron). Run in CC(C)O (propan-2-ol). Conditions: time 2.5 hour. Yields the product NC1=CC(=C(C(=O)N2CCN(CC2)CC=2C=C(C(=O)NC(C)(C)C)C=CC2)C=C1)F (3-((4-(4-Amino-2-fluorobenzoyl)piperazin-1-yl)methyl)-N-tert-butylbenzamide). Yield: 90.7%. Reaction SMILES: [C:1]([NH:5][C:6](=[O:32])[C:7]1[CH:12]=[CH:11][CH:10]=[C:9]([CH2:13][N:14]2[CH2:19][CH2:18][N:17]([C:20](=[O:31])[C:21]3[CH:26]=[CH:25][C:24]([N+:27]([O-])=O)=[CH:23][C:22]=3[F:30])[CH2:16][CH2:15]2)[CH:8]=1)([CH3:4])([CH3:3])[CH3:2].Cl>CC(O)C.[Fe]>[NH2:27][C:24]1[CH:25]=[CH:26][C:21]([C:20]([N:17]2[CH2:18][CH2:19][N:14]([CH2:13][C:9]3[CH:8]=[C:7]([CH:12]=[CH:11][CH:10]=3)[C:6]([NH:5][C:1]([CH3:4])([CH3:3])[CH3:2])=[O:32])[CH2:15][CH2:16]2)=[O:31])=[C:22]([F:30])[CH:23]=1. Procedure details: To a suspension of iron (O) powder (3.3 g, 58.76 mmol) and N-tert butyl-3-((4-(2-fluoro-4-nitrobenzoyl)piperazin-1-yl)methyl)benzamide (2.6 g, 5.88 mmol) in propan-2-ol (75 mL) was added 1M aqueous hydrochloric acid (8.8 mL, 8.1 mmol). The reaction was stirred at room temperature for 2.5 hours, filtered through dicalite and concentrated under vacuum. The residue was dissolved in methanol and purified by strong cation exchange chromatography, eluting macroporous polystyrene sulfonic acid with 2M ... Starting materials: C(C)C1=CC=C(C=C1)C(C(=O)OCC)[C@H](C(F)(F)F)C ((3R)-ethyl 2-(4-ethylphenyl)-4,4,4-trifluoro-3-methylbutanoate), [OH-].[Na+] (sodium hydroxide). The solvent is CO (methanol), C1CCOC1 (THF), O (water). Run at temperature 40 celsius, time 9 hour. Product: C(C)C1=CC=C(C=C1)C(C(=O)O)[C@H](C(F)(F)F)C ((3R)-2-(4-Ethylphenyl)-4,4,4-trifluoro-3-methylbutanoic acid). As a reaction SMILES: [CH2:1]([C:3]1[CH:8]=[CH:7][C:6]([CH:9]([C@@H:15]([CH3:20])[C:16]([F:19])([F:18])[F:17])[C:10]([O:12]CC)=[O:11])=[CH:5][CH:4]=1)[CH3:2].[OH-].[Na+]>CO.C1COCC1.O>[CH2:1]([C:3]1[CH:4]=[CH:5][C:6]([CH:9]([C@@H:15]([CH3:20])[C:16]([F:17])([F:18])[F:19])[C:10]([OH:12])=[O:11])=[CH:7][CH:8]=1)[CH3:2] |f:1.2|. Procedure details: 3.0 g of (3R)-ethyl 2-(4-ethylphenyl)-4,4,4-trifluoro-3-methylbutanoate (about 88% pure, about 9.16 mmol; diastereomer mixture) were dissolved in a mixture of 12.4 ml each of methanol, THF and water, and 5.49 g (137.35 mmol) of sodium hydroxide were added a little at a time. The reaction mixture was stirred at 40° C. for 9 h. After cooling, the volatile solvents were substantially removed under reduced pressure, and the residue was diluted with water. The mixture was acidified by addition of hyd... Reactants: [Cl-].[NH4+] (ammonium chloride), C(CC)O (1-propanol), FC=1C=NC=CC1C1=NC2=C(N1C)C=CC(=C2)C(F)(F)F (2-(3-fluoropyridin-4-yl)-1-methyl-5-trifluoromethyl-1H-benzimidazole), [H-].[Na+] (sodium hydride). Run in CN(C)C=O (DMF). Reaction conditions: time 10 minute. Yields the product CN1C(=NC2=C1C=CC(=C2)C(F)(F)F)C2=C(C=NC=C2)OCCC (1-methyl-2-(3-propoxypyridin-4-yl)-5-trifluoromethyl-1H-benzimidazole). Yield: 90.6%. RXN SMILES: [CH2:1]([OH:4])[CH2:2][CH3:3].[H-].[Na+].F[C:8]1[CH:9]=[N:10][CH:11]=[CH:12][C:13]=1[C:14]1[N:18]([CH3:19])[C:17]2[CH:20]=[CH:21][C:22]([C:24]([F:27])([F:26])[F:25])=[CH:23][C:16]=2[N:15]=1.[Cl-].[NH4+]>CN(C=O)C>[CH3:19][N:18]1[C:17]2[CH:20]=[CH:21][C:22]([C:24]([F:27])([F:26])[F:25])=[CH:23][C:16]=2[N:15]=[C:14]1[C:13]1[CH:12]=[CH:11][N:10]=[CH:9][C:8]=1[O:4][CH2:1][CH2:2][CH3:3] |f:1.2,4.5|. Procedure: To a mixture of 0.36 g of 1-propanol and 6 ml of DMF was added 0.24 g of 60% sodium hydride (oily) under ice cool, and the mixture was stirred for 10 minutes. 2-(3-fluoropyridin-4-yl)-1-methyl-5-trifluoromethyl-1H-benzimidazole (0.35 g) was added, then, the mixture was heated up to room temperature and further stirred for 1 hour. A saturated ammonium chloride aqueous solution was poured, and the mixture was extracted three times with ethyl acetate. The combined organic layers were dried over mag... The reactants are C1(=CC=CC=C1)[Mg]Br (Phenyl magnesium bromide), COC(=O)C1=C(NCC(C1CCl)(C(=O)OC)C)C (dimethyl-2,5-dimethyl-4-chloromethyl-1,4-dihydropyridine-3,5-dicarboxylate), C(C)OCC (diethylether). Run in O1CCCC1 (tetrahydrofuran). Run at temperature -10 celsius, time 15 minute. Yields the product COC(=O)C1C(=NC(=C(CC1C1=CC=CC=C1)C(=O)OC)C)C (dimethyl-4-phenyl-4,5-dihydro-2,7-dimethylazepine-3,6-dicarboxylate). Yield: 92.0%. RXN SMILES: [C:1]1([Mg]Br)[CH:6]=[CH:5][CH:4]=[CH:3][CH:2]=1.[CH3:9][O:10][C:11]([C:13]1[CH:18](CCl)[C:17]([CH3:25])([C:21]([O:23][CH3:24])=[O:22])[CH2:16][NH:15][C:14]=1[CH3:26])=[O:12].[CH2:27](OCC)C>O1CCCC1>[CH3:24][O:23][C:21]([CH:17]1[CH:25]([C:1]2[CH:6]=[CH:5][CH:4]=[CH:3][CH:2]=2)[CH2:18][C:13]([C:11]([O:10][CH3:9])=[O:12])=[C:14]([CH3:26])[N:15]=[C:16]1[CH3:27])=[O:22]. Procedure details: Phenyl magnesium bromide (2.68 mL) in diethylether (3.0M) was added dropwise to 1.00 gram of dimethyl-2,5-dimethyl-4-chloromethyl-1,4-dihydropyridine-3,5-dicarboxylate 11a (3.66 mm) [See; e.g., E. Benary, Chem. Ber., 44, 489 (1911)] in dry tetrahydrofuran under an argon atmosphere at -78° C. Stirring was continued at -78° for 15 minutes followed by warming to -10° C. for 1 hour. The excess Grignard reagent was quenched with saturated aqueous ammonium chloride. Extraction with ethyl acetate (3×75...